Dataset: the Open Reaction Database (ORD), a public repository of structured organic reaction records. Task: describe an organic reaction: reactants, conditions, products, and yield Starting materials: NC(=C(C(=O)OCC)F)C(C(F)(F)F)(F)F (ethyl 3-amino-2,4,4,5,5,5-hexafluoro-2-pentenoate), ClC1=CC(=C(C=C1OC(C)C)N=C=O)F (4-chloro-2-fluoro-5-isopropoxyphenyl isocyanate). Yields the product ClC1=CC(=C(C=C1OC(C)C)N1C(NC(=C(C1=O)F)C(C(F)(F)F)(F)F)=O)F (3-(4-chloro-2-fluoro-5-isopropoxyphenyl)-5 -fluoro-6-pentafluoroethyl-2,4(1H,3H)-pyrimidinedione). As a reaction SMILES: [NH2:1][C:2]([C:10]([F:16])([F:15])[C:11]([F:14])([F:13])[F:12])=[C:3]([F:9])[C:4]([O:6]CC)=O.[Cl:17][C:18]1[C:23]([O:24][CH:25]([CH3:27])[CH3:26])=[CH:22][C:21]([N:28]=[C:29]=[O:30])=[C:20]([F:31])[CH:19]=1>>[Cl:17][C:18]1[C:23]([O:24][CH:25]([CH3:26])[CH3:27])=[CH:22][C:21]([N:28]2[C:4](=[O:6])[C:3]([F:9])=[C:2]([C:10]([F:15])([F:16])[C:11]([F:12])([F:13])[F:14])[NH:1][C:29]2=[O:30])=[C:20]([F:31])[CH:19]=1. Reported procedure: using ethyl 3-amino-2,4,4,5,5,5-hexafluoro-2-pentenoate and 4-chloro-2-fluoro-5-isopropoxyphenyl isocyanate there is obtained 3-(4-chloro-2-fluoro-5-isopropoxyphenyl)-5 -fluoro-6-pentafluoroethyl-2,4(1H,3H)-pyrimidinedione, m.p. 160°-162° C.; Starting materials: Cn1cnc(S(=O)(=O)Cl)c1, CC(C)c1nc(-c2ccc(F)c(N)c2)c(-c2ccnc(Cl)n2)s1, CN(C)C=O, c1ccncc1. The product is CC(C)c1nc(-c2ccc(F)c(NS(=O)(=O)c3cn(C)cn3)c2)c(-c2ccnc(Cl)n2)s1. Reaction SMILES: [CH3:30][n:31]1[cH:32][n:33][c:34]([S:36](=[O:37])(=[O:38])[Cl:39])[cH:35]1.[Cl:1][c:2]1[n:3][cH:4][cH:5][c:6](-[c:8]2[c:9](-[c:16]3[cH:17][cH:18][c:19]([F:23])[c:20]([NH2:22])[cH:21]3)[n:10][c:11]([CH:13]([CH3:14])[CH3:15])[s:12]2)[n:7]1.[O:40]=[CH:41][N:42]([CH3:43])[CH3:44].[cH:24]1[cH:25][cH:26][n:27][cH:28][cH:29]1>>[Cl:1][c:2]1[n:3][cH:4][cH:5][c:6](-[c:8]2[c:9](-[c:16]3[cH:17][cH:18][c:19]([F:23])[c:20]([NH:22][S:36]([c:34]4[n:33][cH:32][n:31]([CH3:30])[cH:35]4)(=[O:37])=[O:38])[cH:21]3)[n:10][c:11]([CH:13]([CH3:14])[CH3:15])[s:12]2)[n:7]1.